This data is from the Open Reaction Database (ORD), a public repository of structured organic reaction records. The task is: describe an organic reaction: reactants, conditions, products, and yield Reactants: ice water, [H-].[Na+] (sodium hydride), OC1=CC=C(C(CNC(OCC)=O)=O)C=C1 (ethyl N-(p-hydroxyphenacyl)carbamate), ClCC(=O)NCCN1CCOCC1 (2-chloro-N-(2-morpholinoethyl)acetamide). Run in CN(C=O)C (dimethylformamide). Run at time 30 minute. The product is O1CCN(CC1)CCNC(=O)COC1=CC=C(C(CNC(OCC)=O)=O)C=C1 (Ethyl N-[p-[(2-morpholinoethyl)aminocarbonylmethoxy]phenacy]carbamate). Isolated yield 69.1%. RXN SMILES: [H-].[Na+].[OH:3][C:4]1[CH:18]=[CH:17][C:7]([C:8](=[O:16])[CH2:9][NH:10][C:11](=[O:15])[O:12][CH2:13][CH3:14])=[CH:6][CH:5]=1.Cl[CH2:20][C:21]([NH:23][CH2:24][CH2:25][N:26]1[CH2:31][CH2:30][O:29][CH2:28][CH2:27]1)=[O:22]>CN(C)C=O>[O:29]1[CH2:28][CH2:27][N:26]([CH2:25][CH2:24][NH:23][C:21]([CH2:20][O:3][C:4]2[CH:18]=[CH:17][C:7]([C:8](=[O:16])[CH2:9][NH:10][C:11](=[O:15])[O:12][CH2:13][CH3:14])=[CH:6][CH:5]=2)=[O:22])[CH2:31][CH2:30]1 |f:0.1|. Reported procedure: 31 mg of sodium hydride (as a 55% w/w dispersion in mineral oil) were added to a solution of 156 mg of ethyl N-(p-hydroxyphenacyl)carbamate (prepared as described in Preparation 6) dissolved in 10 ml of dimethylformamide. The mixture was then stirred at room temperature for 30 minute, after which 200 mg of 2-chloro-N-(2-morpholinoethyl)acetamide were added, and the mixture was stirred at 100° to 110° C. for 4 hours. The reaction mixture was then poured into ice-water and extracted with methylene... Starting materials: Brc1ccccc1, COc1ccc2c(c1O)C13CCN(C)C(C2)C1(OC)C(C)CC(=O)C3, [K+], [K+], O=C([O-])[O-], c1ccncc1. Product: COc1ccc2c(c1Oc1ccccc1)C13CCN(C)C(C2)C1(OC)C(C)CC(=O)C3. Reaction SMILES: [Br:26][c:27]1[cH:28][cH:29][cH:30][cH:31][cH:32]1.[CH3:1][O:2][c:3]1[cH:4][cH:5][c:6]2[c:15]([c:16]1[OH:17])[C:14]13[C:9]([O:24][CH3:25])([CH:8]([CH2:7]2)[N:20]([CH3:21])[CH2:19][CH2:18]1)[CH:10]([CH3:23])[CH2:11][C:12](=[O:22])[CH2:13]3.[K+:33].[K+:34].[O-:35][C:36]([O-:37])=[O:38].[cH:39]1[cH:40][cH:41][n:42][cH:43][cH:44]1>>[CH3:1][O:2][c:3]1[cH:4][cH:5][c:6]2[c:15]([c:16]1[O:17][c:27]1[cH:28][cH:29][cH:30][cH:31][cH:32]1)[C:14]13[C:9]([O:24][CH3:25])([CH:8]([CH2:7]2)[N:20]([CH3:21])[CH2:19][CH2:18]1)[CH:10]([CH3:23])[CH2:11][C:12](=[O:22])[CH2:13]3. Reactants: CC(C)C[AlH]CC(C)C, Cc1ccccc1, N#CC(CC1OCCO1)c1ccc(Cl)c(Cl)c1, O, O=C(O)CC(O)(CC(=O)O)C(=O)O. Product: O=CC(CC1OCCO1)c1ccc(Cl)c(Cl)c1. As a reaction SMILES: [CH3:18][CH:19]([CH2:20][AlH:21][CH2:22][CH:23]([CH3:24])[CH3:25])[CH3:26].[CH3:41][c:42]1[cH:43][cH:44][cH:45][cH:46][cH:47]1.[Cl:1][c:2]1[cH:3][c:4]([CH:9]([C:10]#[N:11])[CH2:12][CH:13]2[O:14][CH2:15][CH2:16][O:17]2)[cH:5][cH:6][c:7]1[Cl:8].[OH2:27].[OH:28][C:29]([CH2:30][C:31]([C:32](=[O:33])[OH:34])([CH2:35][C:36](=[O:37])[OH:38])[OH:39])=[O:40]>>[Cl:1][c:2]1[cH:3][c:4]([CH:9]([CH:10]=[O:28])[CH2:12][CH:13]2[O:14][CH2:15][CH2:16][O:17]2)[cH:5][cH:6][c:7]1[Cl:8]. Starting materials: O=C([O-])[O-], CI, [K+], [K+], CN(C)C=O, O, COc1ccc(CC(=O)Nc2sccc2-c2nn[nH]n2)cc1. Product: COc1ccc(CC(=O)Nc2sccc2-c2nnn(C)n2)cc1. As a reaction SMILES: [C:25](=[O:26])([O-:27])[O-:28].[I:1][CH3:2].[K+:29].[K+:30].[O:31]=[CH:32][N:33]([CH3:34])[CH3:35].[OH2:36].[n:3]1[nH:4][n:5][n:6][c:7]1-[c:8]1[c:9]([NH:13][C:14]([CH2:15][c:16]2[cH:17][cH:18][c:19]([O:22][CH3:23])[cH:20][cH:21]2)=[O:24])[s:10][cH:11][cH:12]1>>[n:3]1[n:4][n:5]([CH3:25])[n:6][c:7]1-[c:8]1[c:9]([NH:13][C:14]([CH2:15][c:16]2[cH:17][cH:18][c:19]([O:22][CH3:23])[cH:20][cH:21]2)=[O:24])[s:10][cH:11][cH:12]1.